Dataset: the Open Reaction Database (ORD), a public repository of structured organic reaction records. Task: describe an organic reaction: reactants, conditions, products, and yield Starting materials: CCO, [Na+], [OH-], CCOC(=O)c1ccc(N2CCN(c3ccncc3)CC2)cc1. Product: O=C(O)c1ccc(N2CCN(c3ccncc3)CC2)cc1. RXN SMILES: [CH3:26][CH2:27][OH:28].[Na+:2].[OH-:1].[n:3]1[cH:4][cH:5][c:6]([N:9]2[CH2:10][CH2:11][N:12]([c:15]3[cH:16][cH:17][c:18]([C:19](=[O:20])[O:21][CH2:22][CH3:23])[cH:24][cH:25]3)[CH2:13][CH2:14]2)[cH:7][cH:8]1>>[n:3]1[cH:4][cH:5][c:6]([N:9]2[CH2:10][CH2:11][N:12]([c:15]3[cH:16][cH:17][c:18]([C:19](=[O:20])[OH:21])[cH:24][cH:25]3)[CH2:13][CH2:14]2)[cH:7][cH:8]1. Reactants: C1CCOC1, c1cncc(OC2CCNC2)c1, [Na+], [OH-], O=C(O)C(F)(F)F. The product is CN1CCC(Oc2cccnc2)C1. As a reaction SMILES: [CH2:22]1[O:23][CH2:24][CH2:25][CH2:26]1.[NH:1]1[CH2:2][CH:3]([O:6][c:7]2[cH:8][n:9][cH:10][cH:11][cH:12]2)[CH2:4][CH2:5]1.[Na+:21].[OH-:20].[OH:13][C:14]([C:15]([F:16])([F:17])[F:18])=[O:19]>>[N:1]1([CH3:14])[CH2:2][CH:3]([O:6][c:7]2[cH:8][n:9][cH:10][cH:11][cH:12]2)[CH2:4][CH2:5]1. The reactants are C(C)(=O)OCC (Ethyl acetate), C([O-])([O-])=O.[K+].[K+] (Potassium carbonate), BrCC#N (bromoacetonitrile), C(C)(C)(C)C1=CC(=CC=2NCCOC21)C(C)=O (1-[8-(tert-butyl)-3,4-dihydro-2H-1,4-benzoxazin-6-yl]-1-ethanone). The solvent is CN(C=O)C (dimethylformamide). Conditions: temperature 90 celsius, time 6 hour. The product is C(C)(=O)C=1C=C(C2=C(N(CCO2)CC#N)C1)C(C)(C)C ([6-Acetyl-8-(tert-butyl)-3,4-dihydro-2H-1,4-benzoxazin-4-yl]methyl cyanide). Yield: 99.4%. Reaction SMILES: C(=O)([O-])[O-].[K+].[K+].Br[CH2:8][C:9]#[N:10].[C:11]([C:15]1[C:24]2[O:23][CH2:22][CH2:21][NH:20][C:19]=2[CH:18]=[C:17]([C:25](=[O:27])[CH3:26])[CH:16]=1)([CH3:14])([CH3:13])[CH3:12].C(OCC)(=O)C>CN(C)C=O>[C:25]([C:17]1[CH:16]=[C:15]([C:11]([CH3:14])([CH3:12])[CH3:13])[C:24]2[O:23][CH2:22][CH2:21][N:20]([CH2:8][C:9]#[N:10])[C:19]=2[CH:18]=1)(=[O:27])[CH3:26] |f:0.1.2|. Procedure details: Potassium carbonate (3.6 g, 26 mmol) and bromoacetonitrile (15.4 g, 128.6 mmol) were added to a solution of 1-[8-(tert-butyl)-3,4-dihydro-2H-1,4-benzoxazin-6-yl]-1-ethanone (6.0 g, 25.5 mmol) in dimethylformamide (100 ml) and the mixture was stirred at 90° C. for 6 hours. Ethyl acetate was added, the reaction mixture was washed with water and brine in that order and the organic layer was dried over anhydrous magnesium sulfate. The solvent was distilled off under reduced pressure and then the res... Reactants: OC1=CC=C(C=O)C=C1 (4-hydroxybenzaldehyde), O1CCCC=C1 (3,4-dihydro-2H-pyran). Reagents/catalysts: C1(=CC=C(C=C1)S(=O)(=O)[O-])C.[NH+]1=CC=CC=C1 (pyridinium p-toluenesulfonate). The solvent is C(Cl)Cl (methylene chloride). Reaction conditions: time 3 day. Product: ether hexanes, O1C(CCCC1)OC1=CC=C(C=O)C=C1 (4-(Tetrahydro-pyran-2-yloxy)-benzaldehyde). Isolated yield 102.6%. Reaction SMILES: [OH:1][C:2]1[CH:9]=[CH:8][C:5]([CH:6]=[O:7])=[CH:4][CH:3]=1.[O:10]1[CH:15]=[CH:14][CH2:13][CH2:12][CH2:11]1>C1(C)C=CC(S([O-])(=O)=O)=CC=1.[NH+]1C=CC=CC=1.C(Cl)Cl>[O:10]1[CH2:15][CH2:14][CH2:13][CH2:12][CH:11]1[O:1][C:2]1[CH:9]=[CH:8][C:5]([CH:6]=[O:7])=[CH:4][CH:3]=1 |f:2.3|. Reported procedure: To 4-hydroxybenzaldehyde (10.0 g, 81.89 mmol) was added 175 mL methylene chloride, 3,4-dihydro-2H-pyran (18.7 mL, 204.97 mmol) and pyridinium p-toluenesulfonate (2.06 g, 8.2 mmol). The reaction mixture was stirred at room temperature for three days. The reaction mixture was partitioned between methylene chloride and saturated aqueous sodium bicarbonate. The layers were separated and the aqueous layer was extracted with a second portion of methylene chloride. The combined organic layers were wash... The reactants are Cc1ccccc1, O=C(Nc1ccc(Sc2ccc(C(=O)Cl)cc2[N+](=O)[O-])cc1)OCC(Cl)(Cl)Cl, Cc1cc(Cl)cc(C)c1N. Product: Cc1cc(Cl)cc(C)c1NC(=O)c1ccc(Sc2ccc(NC(=O)OCC(Cl)(Cl)Cl)cc2)c([N+](=O)[O-])c1. As a reaction SMILES: [CH3:39][c:40]1[cH:41][cH:42][cH:43][cH:44][cH:45]1.[Cl:1][C:2]([CH2:3][O:4][C:5]([NH:6][c:7]1[cH:8][cH:9][c:10]([S:13][c:14]2[c:15]([N+:23](=[O:24])[O-:25])[cH:16][c:17]([C:20](=[O:21])[Cl:22])[cH:18][cH:19]2)[cH:11][cH:12]1)=[O:26])([Cl:27])[Cl:28].[Cl:29][c:30]1[cH:31][c:32]([CH3:38])[c:33]([NH2:37])[c:34]([CH3:36])[cH:35]1>>[Cl:1][C:2]([CH2:3][O:4][C:5]([NH:6][c:7]1[cH:8][cH:9][c:10]([S:13][c:14]2[c:15]([N+:23](=[O:24])[O-:25])[cH:16][c:17]([C:20](=[O:21])[NH:37][c:33]3[c:32]([CH3:38])[cH:31][c:30]([Cl:29])[cH:35][c:34]3[CH3:36])[cH:18][cH:19]2)[cH:11][cH:12]1)=[O:26])([Cl:27])[Cl:28]. The reactants are CC1=C(O)C(=C(C(=C1)O)C)C (2,5,6-trimethylhydroquinone), ClC1=CC=C(C=C1)C(CCCCCC(=O)O)O (7-(4-chlorophenyl)-7-hydroxyheptanoic acid). Reagents/catalysts: B(F)(F)F.CCOCC (boron trifluoride ethyl etherate). Run in C1(=CC=CC=C1)C (Toluene). Conditions: temperature 60 celsius. Yields the product ClC1=CC=C(C=C1)C(CCCCCC(=O)O)C=1C(C(=C(C(C1C)=O)C)C)=O (7-(4-chlorophenyl)-7-(3,5,6-trimethyl-1,4-benzoquinon-2-yl)heptanoic acid). The yield is 78.2%. RXN SMILES: [CH3:1][C:2]1[CH:8]=[C:7]([OH:9])[C:6]([CH3:10])=[C:5]([CH3:11])[C:3]=1[OH:4].[Cl:12][C:13]1[CH:18]=[CH:17][C:16]([CH:19](O)[CH2:20][CH2:21][CH2:22][CH2:23][CH2:24][C:25]([OH:27])=[O:26])=[CH:15][CH:14]=1>B(F)(F)F.CCOCC.C1(C)C=CC=CC=1>[Cl:12][C:13]1[CH:18]=[CH:17][C:16]([CH:19]([C:8]2[C:7](=[O:9])[C:6]([CH3:10])=[C:5]([CH3:11])[C:3](=[O:4])[C:2]=2[CH3:1])[CH2:20][CH2:21][CH2:22][CH2:23][CH2:24][C:25]([OH:27])=[O:26])=[CH:15][CH:14]=1 |f:2.3|. Procedure details: Toluene (15 ml) was added to 0.76 g (5.0 mmole) of 2,5,6-trimethylhydroquinone and 1.28 g (5.0 mmole) of 7-(4-chlorophenyl)-7-hydroxyheptanoic acid, and the mixture was warmed at 60° C. and stirred. 0.19 ml (5.0×0.3 mmole) of boron trifluoride ethyl etherate was added to the mixture, followed by stirring at 60° C. for 15 hours. After the conclusion of the reaction, a large amount of the toluene was distilled off, and the residue was dissolved in tetrahydrofuran (20 ml). An aqueous solution (10 m... Product: N1=C(C=CC=C1)C=1N=C(C2=C(N1)SC(=C2)C(F)(F)F)NCC2=CC=CC=C2 (2-(pyridin-2-yl)-4-benzylamino-6-trifluoromethyl-thieno-[2,3-d]-pyrimidine). RXN SMILES: [CH2:1]([NH2:8])[C:2]1[CH:7]=[CH:6][CH:5]=[CH:4][CH:3]=1.Cl[C:10]1[C:11]2[CH:24]=[C:23]([C:25]([F:28])([F:27])[F:26])[S:22][C:12]=2[N:13]=[C:14]([C:16]2[CH:21]=[CH:20][CH:19]=[CH:18][N:17]=2)[N:15]=1>>[N:17]1[CH:18]=[CH:19][CH:20]=[CH:21][C:16]=1[C:14]1[N:15]=[C:10]([NH:8][CH2:1][C:2]2[CH:7]=[CH:6][CH:5]=[CH:4][CH:3]=2)[C:11]2[CH:24]=[C:23]([C:25]([F:27])([F:28])[F:26])[S:22][C:12]=2[N:13]=1. The reactants are C(C1=CC=CC=C1)N (benzylamine), ClC=1C2=C(N=C(N1)C1=NC=CC=C1)SC(=C2)C(F)(F)F (4-chloro-2-(pyridin-2-yl)-6-trifluoromethyl-thieno-[2,3-d]-pyrimidine). Procedure: With the procedure of Example 1, the reaction of benzylamine with 4-chloro-2-(pyridin-2-yl)-6-trifluoromethyl-thieno-[2,3-d]-pyrimidine yields 2-(pyridin-2-yl)-4-benzylamino-6-trifluoromethyl-thieno-[2,3-d]-pyrimidine. The reactants are C1(=CC=CC=C1)O (phenol), [OH-].[Na+] (sodium hydroxide), O (water), O1C(CCCC1)OCC#CCBr (1-bromobut-2-yn-4-ol tetrahydropyranyl ether). Run in C(C)O (ethanol). The product is O1C(CCCC1)OCC#CCOC1=CC=CC=C1 (4-phenoxybut-2-yn-1-ol tetrahydropyranyl ether). RXN SMILES: [C:1]1([OH:7])[CH:6]=[CH:5][CH:4]=[CH:3][CH:2]=1.[OH-].[Na+].[O:10]1[CH2:15][CH2:14][CH2:13][CH2:12][CH:11]1[O:16][CH2:17][C:18]#[C:19][CH2:20]Br.O>C(O)C>[O:10]1[CH2:15][CH2:14][CH2:13][CH2:12][CH:11]1[O:16][CH2:17][C:18]#[C:19][CH2:20][O:7][C:1]1[CH:6]=[CH:5][CH:4]=[CH:3][CH:2]=1 |f:1.2|. Procedure details: To a solution of 2.35 g (0.025 mol) of phenol in 20 ml of absolute ethanol, there was added 1.10 g (0.0275 mol) of sodium hydroxide. The mixture was refluxed until complete disolution and 2.92 g (0.0125 mol) of 1-bromobut-2-yn-4-ol tetrahydropyranyl ether were added, and the reflux resumed for 2 additional hours. It was then cooled, poured into water and extracted with ether. The organic extracts were washed with 20% aqueous sodium hydroxide solution and water, dried and evaporated in vacuo. The... Starting materials: FC1(CCC(CC1)C(=O)NC)F (4,4-difluoro-N-methyl cyclohexanecarboxamide), C[Mg+].[Br-] (CH3MgBr), O (Water). Run in C1CCOC1 (THF). Reaction conditions: temperature -78 celsius, time 5 hour. The product is FC1(CCC(CC1)C(C)=O)F (1-(4,4-difluorocyclohexyl)ethanone). The yield is 63.8%. As a reaction SMILES: [F:1][C:2]1([F:12])[CH2:7][CH2:6][CH:5]([C:8](NC)=[O:9])[CH2:4][CH2:3]1.[CH3:13][Mg+].[Br-].O>C1COCC1>[F:1][C:2]1([F:12])[CH2:7][CH2:6][CH:5]([C:8](=[O:9])[CH3:13])[CH2:4][CH2:3]1 |f:1.2|. Procedure: To a solution of 4,4-difluoro-N-methyl cyclohexanecarboxamide (3 g, 14.5 mmol) in THF (20 mL) were added CH3MgBr (5.19 g, 43.5 mmol) in −78° C. The mixture was stirred at −78° C. for 5 hr. Water (10 mL) was added and the mixture was concentrated and extracted by CH2Cl2 (40 mL*3). The organic layer was washed with brine and dried over sodium sulfate. The organic layer was concentrated to give 1-(4,4-difluorocyclohexyl)ethanone (1.5 g, crude) for next step.